The task is: describe an organic reaction: reactants, conditions, products, and yield. This data is from the Open Reaction Database (ORD), a public repository of structured organic reaction records. Reactants: C(C(=O)O)(=O)O.C(C)(C)(C)OC(CN1C([C@@H](NCC1)CCCNC(=O)OC(C)(C)C)=O)=O ((S)-3-(3-t-butoxycarbonylaminopropyl)-2-oxopiperazine-1-acetic acid t-butyl ester oxalate), N(CC(=O)O)C(=O)OCC1=CC=CC=C1 (N-Z-Gly-OH), Cl.C(C)N=C=NCCCN(C)C (1-ethyl-3-(3-dimethylaminopropyl)carbodiimide hydrochloride). Run in C(O)([O-])=O.[Na+] (sodium hydrogencarbonate), CC(=O)C (acetone). Yields the product C(C)(C)(C)OC(CN1C([C@@H](N(CC1)C(CNC(=O)OCC1=CC=CC=C1)=O)CCCNC(=O)OC(C)(C)C)=O)=O ((S)-4-Benzyloxycarbonylaminoacetyl-3-(3-t-butoxycarbonylaminopropyl)-2-oxopiperazine-1-acetic acid t-butyl ester). The yield is 99.9%. Reaction SMILES: C(O)(=O)C(O)=O.[C:7]([O:11][C:12](=[O:32])[CH2:13][N:14]1[CH2:19][CH2:18][NH:17][C@@H:16]([CH2:20][CH2:21][CH2:22][NH:23][C:24]([O:26][C:27]([CH3:30])([CH3:29])[CH3:28])=[O:25])[C:15]1=[O:31])([CH3:10])([CH3:9])[CH3:8].[NH:33]([C:38]([O:40][CH2:41][C:42]1[CH:47]=[CH:46][CH:45]=[CH:44][CH:43]=1)=[O:39])[CH2:34][C:35](O)=[O:36].Cl.C(N=C=NCCCN(C)C)C>C(=O)([O-])O.[Na+].CC(C)=O>[C:7]([O:11][C:12](=[O:32])[CH2:13][N:14]1[CH2:19][CH2:18][N:17]([C:35](=[O:36])[CH2:34][NH:33][C:38]([O:40][CH2:41][C:42]2[CH:43]=[CH:44][CH:45]=[CH:46][CH:47]=2)=[O:39])[C@@H:16]([CH2:20][CH2:21][CH2:22][NH:23][C:24]([O:26][C:27]([CH3:30])([CH3:29])[CH3:28])=[O:25])[C:15]1=[O:31])([CH3:9])([CH3:8])[CH3:10] |f:0.1,3.4,5.6|. Reported procedure: In a saturated aqueous solution of sodium hydrogencarbonate was dissolved (S)-3-(3-t-butoxycarbonylaminopropyl)-2-oxopiperazine-1-acetic acid t-butyl ester oxalate (1.6 g, 3.47 mmol). The solution was subjected to extraction with ethyl acetate, and the extract solution was concentrated under reduced pressure. The concentrate and N-Z-Gly-OH (0.87 g, 4.16 mmol) were dissolved in 16.0 cc of acetone. To the solution was added, at 15° C. under stirring, 1-ethyl-3-(3-dimethylaminopropyl)carbodiimide h... Reactants: Cc1nnc(-c2cscc2-c2ccc(CN3C(=O)C(NC(=O)CC(C)(C)NC(=O)OC(C)(C)C)CCc4c3ccc3ccccc43)cc2)o1, ClCCl, [Na+], [OH-], O=C(O)C(F)(F)F. The product is Cc1nnc(-c2cscc2-c2ccc(CN3C(=O)C(NC(=O)CC(C)(C)N)CCc4c3ccc3ccccc43)cc2)o1. RXN SMILES: [C:1]([O:2][C:3](=[O:4])[NH:7][C:8]([CH2:9][C:10]([NH:11][CH:12]1[CH2:13][CH2:14][c:15]2[c:16]([cH:38][cH:39][c:40]3[cH:41][cH:42][cH:43][cH:44][c:45]23)[N:17]([CH2:20][c:21]2[cH:22][cH:23][c:24](-[c:27]3[cH:28][s:29][cH:30][c:31]3-[c:32]3[o:33][c:34]([CH3:37])[n:35][n:36]3)[cH:25][cH:26]2)[C:18]1=[O:19])=[O:46])([CH3:47])[CH3:48])([CH3:5])([CH3:6])[CH3:49].[Cl:59][CH2:60][Cl:61].[Na+:58].[OH-:57].[OH:50][C:51]([C:52]([F:53])([F:54])[F:55])=[O:56]>>[NH2:7][C:8]([CH2:9][C:10]([NH:11][CH:12]1[CH2:13][CH2:14][c:15]2[c:16]([cH:38][cH:39][c:40]3[cH:41][cH:42][cH:43][cH:44][c:45]23)[N:17]([CH2:20][c:21]2[cH:22][cH:23][c:24](-[c:27]3[cH:28][s:29][cH:30][c:31]3-[c:32]3[o:33][c:34]([CH3:37])[n:35][n:36]3)[cH:25][cH:26]2)[C:18]1=[O:19])=[O:46])([CH3:47])[CH3:48]. The reactants are [N+](=O)([O-])C=1C(=NC=CC1)NC1CCC(CC1)N (N1-(3-nitropyridin-2-yl)cyclohexane-1,4-diamine), ClC1=NC2=C(N1)C=CC=C2 (2-chloro-1H-benzoimidazole). As a reaction SMILES: [N+:1]([C:4]1[C:5]([NH:10][CH:11]2[CH2:16][CH2:15][CH:14]([NH2:17])[CH2:13][CH2:12]2)=[N:6][CH:7]=[CH:8][CH:9]=1)([O-:3])=[O:2].Cl[C:19]1[NH:23][C:22]2[CH:24]=[CH:25][CH:26]=[CH:27][C:21]=2[N:20]=1>CN1CCCC1=O.O>[NH:20]1[C:21]2[CH:27]=[CH:26][CH:25]=[CH:24][C:22]=2[N:23]=[C:19]1[NH:17][CH:14]1[CH2:15][CH2:16][CH:11]([NH:10][C:5]2[C:4]([N+:1]([O-:3])=[O:2])=[CH:9][CH:8]=[CH:7][N:6]=2)[CH2:12][CH2:13]1. Run in CN1C(CCC1)=O (N-methylpyrrolidinone), O (water). Reaction conditions: temperature 180 celsius. The product is N1C(=NC2=C1C=CC=C2)NC2CCC(CC2)NC2=NC=CC=C2[N+](=O)[O-] (N1-(1H-benzo[d]imidazol-2-yl)-N4-(3-nitropyridin-2-yl)cyclohexane-1,4-diamine). The yield is 53.6%. Procedure details: A mixture of N1-(3-nitropyridin-2-yl)cyclohexane-1,4-diamine (500 mg, 2.11 mmol) and 2-chloro-1H-benzoimidazole (320 mg, 2.11 mmol) in N-methylpyrrolidinone (5 mL) was heated at 180° C. in microwave for 2 hours. The mixture was diluted with water (60 mL), and extracted with ethyl acetate (2×50 mL). The organic layer was dried over sodium sulfate and concentrated to give N1-(1H-benzo[d]imidazol-2-yl)-N4-(3-nitropyridin-2-yl)cyclohexane-1,4-diamine (400 mg, 1.13 mmol, 53.8% yield) which was used i... Starting materials: NC=1SC=C(N1)CC(=O)OCC (ethyl 2-aminothiazol-4-ylacetate), C1(=CC=CC=C1)S(=O)(=O)Cl (benzenesulfonyl chloride). Solvent: N1=CC=CC=C1 (pyridine). Reaction conditions: time 50 minute. Yields the product C1(=CC=CC=C1)S(=O)(=O)NC=1SC=C(N1)CC(=O)OCC (ethyl 2-benzenesulfonamidothiazol-4-ylacetate). The yield is 58.3%. Reaction SMILES: [NH2:1][C:2]1[S:3][CH:4]=[C:5]([CH2:7][C:8]([O:10][CH2:11][CH3:12])=[O:9])[N:6]=1.[C:13]1([S:19](Cl)(=[O:21])=[O:20])[CH:18]=[CH:17][CH:16]=[CH:15][CH:14]=1>N1C=CC=CC=1>[C:13]1([S:19]([NH:1][C:2]2[S:3][CH:4]=[C:5]([CH2:7][C:8]([O:10][CH2:11][CH3:12])=[O:9])[N:6]=2)(=[O:21])=[O:20])[CH:18]=[CH:17][CH:16]=[CH:15][CH:14]=1. Procedure: To a solution of ethyl 2-aminothiazol-4-ylacetate (18.6 g.) in pyridine (140 ml.) was added benzenesulfonyl chloride (17.7 g.), and the mixture was stirred for 50 minutes at 90° to 100° C., and then pyridine was distilled off under reduced pressure. To the residue was added 10% hydrochloric acid (200 ml.), and then extracted with ethyl acetate (100 ml.). The extract was washed with a saturated sodium chloride aqueous solution (50 ml.×2) and treated with an activated carbon and then dried. After ... Starting materials: FC(C(CI)NC[C@H](C)NC(OC(C)(C)C)=O)(F)F (tert-butyl ((2S)-1-((1,1,1-trifluoro-3-iodopropan-2-yl)amino)propan-2-yl)carbamate), C(=O)(C(F)(F)F)O (TFA). The solvent is C(Cl)Cl (DCM). Run at time 1 hour. Yields the product FC(C(=O)O)(F)F.FC(C(CI)NC[C@H](C)N)(F)F ((2S)—N1-(1,1,1-trifluoro-3-iodopropan-2-yl)propane-1,2-diamine 2,2,2-trifluoroacetate). Reaction SMILES: [F:1][C:2]([F:19])([F:18])[CH:3]([NH:6][CH2:7][C@@H:8]([NH:10]C(=O)OC(C)(C)C)[CH3:9])[CH2:4][I:5].[C:20]([OH:26])([C:22]([F:25])([F:24])[F:23])=[O:21]>C(Cl)Cl>[F:23][C:22]([F:25])([F:24])[C:20]([OH:26])=[O:21].[F:1][C:2]([F:18])([F:19])[CH:3]([NH:6][CH2:7][C@@H:8]([NH2:10])[CH3:9])[CH2:4][I:5] |f:3.4|. Procedure details: To a stirred solution of tert-butyl ((2S)-1-((1,1,1-trifluoro-3-iodopropan-2-yl)amino)propan-2-yl)carbamate (1.6 g, 4.04 mmol) and DCM (8.08 ml) was added TFA (6.22 ml, 81 mmol). Stirred for 1 hour at ambient temperature and then the solution was concentrated. The residue was azeotroped with toluene (3×10 ml) to provide (2S)—N1-(1,1,1-trifluoro-3-iodopropan-2-yl)propane-1,2-diamine 2,2,2-trifluoroacetate as a yellow oil that was used without further purification. LRMS m/z (M+H)+ 297.1 found, 297...